From a dataset of the Open Reaction Database (ORD), a public repository of structured organic reaction records. describe an organic reaction: reactants, conditions, products, and yield The reactants are CC(C)[C@@H](C(=O)O)NC(=O)OCC1=CC=CC=C1 (Z-valine), CC(=O)[O-] (monoacetate), C1=NC2=C(N1COC(CO)CO)N=C(N=C2O)N (ganciclovir), CC(C)[C@@H](C(=O)O)NC(=O)OCC1=CC=CC=C1 (Z-valine). The reagents and catalysts are CN(C1=CC=NC=C1)C (4-dimethylaminopyridine). Run in C(C)(=O)OC(C)C (isopropyl acetate), C(C)(=O)OC(C)C (isopropyl acetate), CN(C=O)C (dimethylformamide). Conditions: time 3 hour. Product: CC(C)[C@@H](C(=O)O)NC(=O)OCC1=CC=CC=C1.CC(=O)OCC(CO)OCN1C=NC2=C1NC(=NC2=O)N (Z-valine ganciclovir monoacetate). Reaction SMILES: [CH3:1][C:2]([O-:4])=[O:3].[CH:5]1[N:9]([CH2:10][O:11][CH:12]([CH2:15]O)[CH2:13][OH:14])[C:8]2[N:17]=[C:18]([NH2:22])[N:19]=[C:20]([OH:21])[C:7]=2[N:6]=1.[CH3:23][CH:24]([C@H:26]([NH:30][C:31]([O:33][CH2:34][C:35]1[CH:40]=[CH:39][CH:38]=[CH:37][CH:36]=1)=[O:32])[C:27]([OH:29])=[O:28])[CH3:25]>C(OC(C)C)(=O)C.CN(C)C=O.CN(C)C1C=CN=CC=1>[CH3:25][CH:24]([C@H:26]([NH:30][C:31]([O:33][CH2:34][C:35]1[CH:36]=[CH:37][CH:38]=[CH:39][CH:40]=1)=[O:32])[C:27]([OH:29])=[O:28])[CH3:23].[CH3:1][C:2]([O:4][CH2:15][CH:12]([O:11][CH2:10][N:9]1[C:8]2[NH:17][C:18]([NH2:22])=[N:19][C:20](=[O:21])[C:7]=2[N:6]=[CH:5]1)[CH2:13][OH:14])=[O:3] |f:6.7|. Procedure details: To a solution of 4.0 g of the monoacetate of ganciclovir in 5 ml of isopropyl acetate and 5 ml of dimethylformamide was added 4.1 g of Z-valine-NCA and 0.08 g of 4-dimethylaminopyridine (DMAP). The solution was stirred for 3 hours at room temperature. An additional 0.8 g of Z-valine-NCA was added and stirring was continued for 1 hour. The solution was drowned with 75 ml of isopropyl acetate and stirred for 3 hours. The reaction mixture was then filtered and washed twice with 10 ml each of isopro... Starting materials: O=C1NC(=O)c2ccccc21, CN(C)C=O, Cc1ccccc1, Cc1ncc([N+](=O)[O-])n1CCCl, [I-], [K+], [K]. The product is Cc1ncc([N+](=O)[O-])n1CCN1C(=O)c2ccccc2C1=O. RXN SMILES: [C:13]1(=[O:23])[c:14]2[c:15]([cH:19][cH:20][cH:21][cH:22]2)[C:16](=[O:18])[NH:17]1.[CH3:27][N:28]([CH3:29])[CH:30]=[O:31].[CH3:32][c:33]1[cH:34][cH:35][cH:36][cH:37][cH:38]1.[Cl:1][CH2:2][CH2:3][n:4]1[c:5]([CH3:12])[n:6][cH:7][c:8]1[N+:9](=[O:10])[O-:11].[I-:26].[K+:25].[K:24]>>[CH2:2]([CH2:3][n:4]1[c:5]([CH3:12])[n:6][cH:7][c:8]1[N+:9](=[O:10])[O-:11])[N:17]1[C:13](=[O:23])[c:14]2[c:15]([cH:19][cH:20][cH:21][cH:22]2)[C:16]1=[O:18]. Conditions: time 1 hour. Procedure: To a stirred solution of 8-t-butyldimethylsiloxyoctylmagnesium bromide (5.63 mmol prepared from 1-bromo-8-t-butyldimethylsiloxyoctane 1.82 g, 5.63 mmol and 6.19 mmol magnesium; with a catalytic amount of 1,2-dibromoethane as initiator) in tetrahydrofuran (2 ml) at 0° under argon was added dropwise 5-trimethylsilyl-3-furaldehyde (0.866 g, 5.15 mmol) in tetrahydrofuran (10 ml). The solution was warmed to room temperature, stirred for one hour, quenched with cold 10% hydrochloric acid and extracted... The reactants are BrCCBr (1,2-dibromoethane), C[Si](C1=CC(=CO1)C=O)(C)C (5-trimethylsilyl-3-furaldehyde), O([Si](C)(C)C(C)(C)C)CCCCCCCC[Mg]Br (8-t-butyldimethylsiloxyoctylmagnesium bromide), BrCCCCCCCCO[Si](C)(C)C(C)(C)C (1-bromo-8-t-butyldimethylsiloxyoctane), [Mg] (magnesium). Run in O1CCCC1 (tetrahydrofuran), O1CCCC1 (tetrahydrofuran). Yields the product OC(CCCCCCCCO[Si](C)(C)C(C)(C)C)C=1C=C(OC1)[Si](C)(C)C (4-(1-Hydroxy-9-t-butyldimethylsiloxynonyl)-2-trimethylsilylfuran). Reaction SMILES: [O:1]([CH2:9][CH2:10][CH2:11][CH2:12][CH2:13][CH2:14][CH2:15][CH2:16][Mg]Br)[Si:2]([C:5]([CH3:8])([CH3:7])[CH3:6])([CH3:4])[CH3:3].BrCCCCCCCCO[Si](C(C)(C)C)(C)C.[Mg].BrCCBr.[CH3:41][Si:42]([CH3:51])([CH3:50])[C:43]1[O:47][CH:46]=[C:45]([CH:48]=[O:49])[CH:44]=1>O1CCCC1>[OH:49][CH:48]([C:45]1[CH:44]=[C:43]([Si:42]([CH3:51])([CH3:50])[CH3:41])[O:47][CH:46]=1)[CH2:16][CH2:15][CH2:14][CH2:13][CH2:12][CH2:11][CH2:10][CH2:9][O:1][Si:2]([C:5]([CH3:8])([CH3:7])[CH3:6])([CH3:4])[CH3:3]. Starting materials: ClC1=NC=C(C=C1[N+](=O)[O-])C (2-Chloro-5-methyl-3-nitro-pyridine), C(C)OC(C(C(=O)OCC)CCCC#N)=O (2-(3-cyanopropyl)malonic acid diethyl ester). Yields the product C(#N)CCCC(C(=O)OCC)(C(=O)OCC)C1=NC=C(C=C1[N+](=O)[O-])C (2-[4-cyano-1,1-dicarbethoxybutyl]-3-nitro-5-methylpyridine). Reaction SMILES: Cl[C:2]1[C:7]([N+:8]([O-:10])=[O:9])=[CH:6][C:5]([CH3:11])=[CH:4][N:3]=1.[CH2:12]([O:14][C:15](=[O:27])[CH:16]([CH2:22][CH2:23][CH2:24][C:25]#[N:26])[C:17]([O:19][CH2:20][CH3:21])=[O:18])[CH3:13]>>[C:25]([CH2:24][CH2:23][CH2:22][C:16]([C:2]1[C:7]([N+:8]([O-:10])=[O:9])=[CH:6][C:5]([CH3:11])=[CH:4][N:3]=1)([C:15]([O:14][CH2:12][CH3:13])=[O:27])[C:17]([O:19][CH2:20][CH3:21])=[O:18])#[N:26]. Reported procedure: 2-Chloro-5-methyl-3-nitro-pyridine (20 g) was reacted with 2-(3-cyanopropyl)malonic acid diethyl ester under conditions analogous to those in Example 1(a). The reaction mixture was partitioned between water and chloroform, the chloroform extract was dried, treated with charcoal and filtered through a silica bed and then evaporated to dryness to give 2-[4-cyano-1,1-dicarbethoxybutyl]-3-nitro-5-methylpyridine (18.3 g) as a yellow oil. N.M.R. (CDCl3) assignment, δ(p.p.m.), multiplicity; CO2CH2CH3 ×... Starting materials: C1(=CC=CC=C1)SC1=CC=CC(=N1)CO ((6-phenylthio-2-pyridyl)methanol), C1=C(C=CC2=CC=CC=C12)C(C(=O)O)C(C)C (2-(2-naphthyl)-3-methylbutanoic acid). Product: C1=C(C=CC2=CC=CC=C12)C(C(=O)OCC1=NC(=CC=C1)SC1=CC=CC=C1)C(C)C ((6-phenylthio-2-pyridyl)methyl 2-(2-naphthyl)-3-methylbutanoate). As a reaction SMILES: [C:1]1([S:7][C:8]2[N:13]=[C:12]([CH2:14][OH:15])[CH:11]=[CH:10][CH:9]=2)[CH:6]=[CH:5][CH:4]=[CH:3][CH:2]=1.[CH:16]1[C:25]2[C:20](=[CH:21][CH:22]=[CH:23][CH:24]=2)[CH:19]=[CH:18][C:17]=1[CH:26]([CH:30]([CH3:32])[CH3:31])[C:27](O)=[O:28]>>[CH:16]1[C:25]2[C:20](=[CH:21][CH:22]=[CH:23][CH:24]=2)[CH:19]=[CH:18][C:17]=1[CH:26]([CH:30]([CH3:32])[CH3:31])[C:27]([O:15][CH2:14][C:12]1[CH:11]=[CH:10][CH:9]=[C:8]([S:7][C:1]2[CH:6]=[CH:5][CH:4]=[CH:3][CH:2]=2)[N:13]=1)=[O:28]. Reported procedure: Following the procedure of Example 3, (6-phenylthio-2-pyridyl)methanol and 2-(2-naphthyl)-3-methylbutanoic acid are reacted to give (6-phenylthio-2-pyridyl)methyl 2-(2-naphthyl)-3-methylbutanoate.